Dataset: the Open Reaction Database (ORD), a public repository of structured organic reaction records. Task: describe an organic reaction: reactants, conditions, products, and yield The reactants are [OH-].[K+] (potassium hydroxide), C(C1=CC=CC=C1)OC=1C=C2C=CNC2=CC1 (5-benzyloxyindole), BrCCCCCCC (1-bromoheptane). Reagents/catalysts: [Br-].C(CCC)[N+](CCCC)(CCCC)CCCC (tetrabutylammoniumbromide). Run at time 8 hour. Product: C(C1=CC=CC=C1)OC=1C=C2C=CN(C2=CC1)CCCCCCC (5-Benzyloxy-1-heptylindole). Reaction SMILES: [OH-].[K+].[CH2:3]([O:10][C:11]1[CH:12]=[C:13]2[C:17](=[CH:18][CH:19]=1)[NH:16][CH:15]=[CH:14]2)[C:4]1[CH:9]=[CH:8][CH:7]=[CH:6][CH:5]=1.Br[CH2:21][CH2:22][CH2:23][CH2:24][CH2:25][CH2:26][CH3:27]>[Br-].C([N+](CCCC)(CCCC)CCCC)CCC>[CH2:3]([O:10][C:11]1[CH:12]=[C:13]2[C:17](=[CH:18][CH:19]=1)[N:16]([CH2:21][CH2:22][CH2:23][CH2:24][CH2:25][CH2:26][CH3:27])[CH:15]=[CH:14]2)[C:4]1[CH:5]=[CH:6][CH:7]=[CH:8][CH:9]=1 |f:0.1,4.5|. Procedure: 0.22 g (4.45 mmol) pulverized, 88% potassium hydroxide, 0.5 g (2.24 mmol) 5-benzyloxyindole and 0.07 g (0.22 mmol) tetrabutylammoniumbromide are weighed out in the given order and mixed with 1.41 ml (8.96 mmol) 1-bromoheptane with vigorous stirring. The mixture is stirred at room temperature overnight. Having added 30 ml water, three extractions using diethyl ether are carried out. The organic phase is washed three times with saturated NaCl solution, dried on sodium sulfate and the solvent is re...